This data is from the Open Reaction Database (ORD), a public repository of structured organic reaction records. The task is: describe an organic reaction: reactants, conditions, products, and yield Reactants: FC=1C=CC(=NC1)C1=NOC(=C1/C=C/C=1SC(=CN1)C(=O)O)C (2-{(E)-2-[3-(5-fluoro-pyridin-2-yl)-5-methyl-isoxazol-4-yl]-vinyl}-thiazole-5-carboxylic acid), C(C)(C)N (isopropylamine). Yields the product C(C)(C)NC(=O)C1=CN=C(S1)\C=C\C=1C(=NOC1C)C1=NC=C(C=C1)F (2-{(E)-2-[3-(5-Fluoro-pyridin-2-yl)-5-methyl-isoxazol-4-yl}-vinyl]-thiazole-5-carboxylic acid isopropylamide). Isolated yield 59.0%. Reaction SMILES: [F:1][C:2]1[CH:3]=[CH:4][C:5]([C:8]2[C:12](/[CH:13]=[CH:14]/[C:15]3[S:16][C:17]([C:20]([OH:22])=O)=[CH:18][N:19]=3)=[C:11]([CH3:23])[O:10][N:9]=2)=[N:6][CH:7]=1.[CH:24]([NH2:27])([CH3:26])[CH3:25]>>[CH:24]([NH:27][C:20]([C:17]1[S:16][C:15](/[CH:14]=[CH:13]/[C:12]2[C:8]([C:5]3[CH:4]=[CH:3][C:2]([F:1])=[CH:7][N:6]=3)=[N:9][O:10][C:11]=2[CH3:23])=[N:19][CH:18]=1)=[O:22])([CH3:26])[CH3:25]. Reported procedure: As described for example 77c, 2-{(E)-2-[3-(5-fluoro-pyridin-2-yl)-5-methyl-isoxazol-4-yl]-vinyl}-thiazole-5-carboxylic acid (83 mg, 0.25 mmol) was converted, using isopropylamine instead of 4-aminotetrahydropyran, to the title compound (55 mg, 59%) which was obtained as an off white solid after recrystallization from heptane/ethyl acetate. MS: m/e=373.1 [M+H]+. Starting materials: CCOC(=O)c1c(NC(=O)OC(C)(C)C)sc2cc(-c3ccc(F)cc3)ccc12, CCO, Cl, [K+], [OH-], O. Yields the product CC(C)(C)OC(=O)Nc1sc2cc(-c3ccc(F)cc3)ccc2c1C(=O)O. Reaction SMILES: [CH2:1]([CH3:2])[O:3][C:4](=[O:5])[c:6]1[c:7]2[c:8]([s:9][c:10]1[NH:11][C:12](=[O:13])[O:14][C:15]([CH3:16])([CH3:17])[CH3:18])[cH:19][c:20](-[c:23]1[cH:24][cH:25][c:26]([F:29])[cH:27][cH:28]1)[cH:21][cH:22]2.[CH2:33]([OH:34])[CH3:35].[ClH:36].[K+:31].[OH-:30].[OH2:32]>>[O:3]=[C:4]([OH:5])[c:6]1[c:7]2[c:8]([s:9][c:10]1[NH:11][C:12](=[O:13])[O:14][C:15]([CH3:16])([CH3:17])[CH3:18])[cH:19][c:20](-[c:23]1[cH:24][cH:25][c:26]([F:29])[cH:27][cH:28]1)[cH:21][cH:22]2. Reactants: FC1=C(C=CC=C1)N=C=O (1-fluoro-2-isocyanatobenzene), NC1=CC=C(C=C1)C1=NOC(=C1)C(=O)N1[C@H](CCC1)C(=O)OC ((R)-methyl 1-(3-(4-aminophenyl)isoxazole-5-carbonyl)pyrrolidine-2-carboxylate). Product: FC1=C(C=CC=C1)NC(NC1=CC=C(C=C1)C1=NOC(=C1)C(=O)N1[C@H](CCC1)C(=O)OC)=O ((R)-Methyl 1-(3-(4-(3-(2-fluorophenyl)ureido)phenyl)isoxazole-5-carbonyl)pyrrolidine-2-carboxylate). Yield: 58.0%. Reaction SMILES: [F:1][C:2]1[CH:7]=[CH:6][CH:5]=[CH:4][C:3]=1[N:8]=[C:9]=[O:10].[NH2:11][C:12]1[CH:17]=[CH:16][C:15]([C:18]2[CH:22]=[C:21]([C:23]([N:25]3[CH2:29][CH2:28][CH2:27][C@@H:26]3[C:30]([O:32][CH3:33])=[O:31])=[O:24])[O:20][N:19]=2)=[CH:14][CH:13]=1>>[F:1][C:2]1[CH:7]=[CH:6][CH:5]=[CH:4][C:3]=1[NH:8][C:9](=[O:10])[NH:11][C:12]1[CH:17]=[CH:16][C:15]([C:18]2[CH:22]=[C:21]([C:23]([N:25]3[CH2:29][CH2:28][CH2:27][C@@H:26]3[C:30]([O:32][CH3:33])=[O:31])=[O:24])[O:20][N:19]=2)=[CH:14][CH:13]=1. Procedure details: The title compound was prepared according to the procedure as set forth in example 151, except that 1-fluoro-2-isocyanatobenzene was used in place of 1-fluoro-3-isocyanatobenzene and (R)-methyl 1-(3-(4-aminophenyl)isoxazole-5-carbonyl)pyrrolidine-2-carboxylate was used in place of methyl 2-(3-(4-aminophenyl) isoxazole-5-carboxamido)-3-methylbutanoate to yield 58% of the title compound. MS (ES+): m/z 453 (M+1); 1HNMR (DMSO-d6, 300 MHz): δ 9.35 (s, 1H), 8.64 (s, 1H), 8.15 (m, 1H), 7.89 (d, 2H), 7....